Task: describe an organic reaction: reactants, conditions, products, and yield. Dataset: the Open Reaction Database (ORD), a public repository of structured organic reaction records Reactants: C(=O)(C(F)(F)F)O (TFA), COC1=C(C=CC=C1)C1=CN(C=2N=CN=C(C21)C2=CC=CC=C2)COCC[Si](C)(C)C (5-(2-methoxyphenyl)-4-phenyl-7-((2-(trimethylsilyl)ethoxy)methyl)-7H-pyrrolo[2,3-d]pyrimidine), C(=O)(C(F)(F)F)O (TFA), [OH-].[Na+] (NaOH), C(CN)N (ethylenediamine). The solvent is C(Cl)Cl (DCM). Reaction conditions: time 1 hour. Product: COC1=C(C=CC=C1)C1=CNC=2N=CN=C(C21)C2=CC=CC=C2 (5-(2-methoxyphenyl)-4-phenyl-7H-pyrrolo[2,3-d]pyrimidine). As a reaction SMILES: [CH3:1][O:2][C:3]1[CH:8]=[CH:7][CH:6]=[CH:5][C:4]=1[C:9]1[C:17]2[C:16]([C:18]3[CH:23]=[CH:22][CH:21]=[CH:20][CH:19]=3)=[N:15][CH:14]=[N:13][C:12]=2[N:11](COCC[Si](C)(C)C)[CH:10]=1.C(O)(C(F)(F)F)=O.[OH-].[Na+].C(N)CN>C(Cl)Cl>[CH3:1][O:2][C:3]1[CH:8]=[CH:7][CH:6]=[CH:5][C:4]=1[C:9]1[C:17]2[C:16]([C:18]3[CH:23]=[CH:22][CH:21]=[CH:20][CH:19]=3)=[N:15][CH:14]=[N:13][C:12]=2[NH:11][CH:10]=1 |f:2.3|. Reported procedure: To a solution of 5-(2-methoxyphenyl)-4-phenyl-7-((2-(trimethylsilyl)ethoxy)methyl)-7H-pyrrolo[2,3-d]pyrimidine (60 mg, 0.13 mmol) in DCM (1.0 mL) was added TFA (0.964 mL, 12.5 mmol) and the reaction mixture stirred at room temperature for 1 hour. The reaction mixture was concentrated under reduced pressure and the residue was redissolved in MeOH (1.0 mL). 10 M aqueous NaOH (0.088 mL, 0.88 mmol) and ethylenediamine (17 μL, 0.25 mmol) were then added and the reaction was stirred for 30 minutes at ...